Dataset: the Open Reaction Database (ORD), a public repository of structured organic reaction records. Task: describe an organic reaction: reactants, conditions, products, and yield Reactants: BrC=1C=C(C=CC1)O (3-bromophenol), C(C)C(CO)CC (2-ethylbutan-1-ol). The product is BrC1=CC(=CC=C1)OCC(CC)CC (1-bromo-3-(2-ethylbutoxy)benzene). Reaction SMILES: [Br:1][C:2]1[CH:3]=[C:4]([OH:8])[CH:5]=[CH:6][CH:7]=1.[CH2:9]([CH:11]([CH2:14][CH3:15])[CH2:12]O)[CH3:10]>>[Br:1][C:2]1[CH:7]=[CH:6][CH:5]=[C:4]([O:8][CH2:12][CH:11]([CH2:14][CH3:15])[CH2:9][CH3:10])[CH:3]=1. Procedure: Coupling of 3-bromophenol (17) (5.0 g, 28.9 mmol) with 2-ethylbutan-1-ol (3.25 g, 31.79 mmol) was conducted following the procedure given for Example 6. The reaction mixture was concentrated under reduced pressure then triturated with diethyl ether. The suspension was filtered and the filtrate was concentrated under reduced pressure. Purification by flash chromatography (100% hexanes) gave 1-bromo-3-(2-ethylbutoxy)benzene a clear liquid. Yield (5.04 g, 62%): 1H NMR (400 MHz, DMSO-d6) δ 7.20 (t, ...